Dataset: the Open Reaction Database (ORD), a public repository of structured organic reaction records. Task: describe an organic reaction: reactants, conditions, products, and yield Reactants: BrCCC1=CNC2=CC=CC=C12 (3-(2-bromoethyl)indole), ClC=1N=C2SC=CN2C1S(=O)(=O)Cl (6-chloroimidazo[2,1-b]thiazole-5-sulfonyl chloride), CC(C)([O-])C.[K+] (potassium t-butoxide). Run in C1CCOC1 (THF). Conditions: time 16 hour. The product is BrCCC1=CN(C2=CC=CC=C12)S(=O)(=O)C1=C(N=C2SC=CN21)Cl (3-(2-bromoethyl)-1-(6-chloroimidazo[2,1-b]thiazole-5-sulfonyl)indole). The yield is 58.0%. Reaction SMILES: [Br:1][CH2:2][CH2:3][C:4]1[C:12]2[C:7](=[CH:8][CH:9]=[CH:10][CH:11]=2)[NH:6][CH:5]=1.[Cl:13][C:14]1[N:15]=[C:16]2[N:20]([C:21]=1[S:22](Cl)(=[O:24])=[O:23])[CH:19]=[CH:18][S:17]2.CC(C)([O-])C.[K+]>C1COCC1>[Br:1][CH2:2][CH2:3][C:4]1[C:12]2[C:7](=[CH:8][CH:9]=[CH:10][CH:11]=2)[N:6]([S:22]([C:21]2[N:20]3[C:16]([S:17][CH:18]=[CH:19]3)=[N:15][C:14]=2[Cl:13])(=[O:23])=[O:24])[CH:5]=1 |f:2.3|. Reported procedure: A mixture of 3-(2-bromoethyl)indole (1.0 g, 4.46 mmol) and 6-chloroimidazo[2,1-b]thiazole-5-sulfonyl chloride (0.96 g, 1.1 eq.) in THF is treated with potassium t-butoxide (0.48 g, 1.1 equiv.) at room temperature, stirred for 16 h, quenched with saturated NaHCO3 and extracted with EtOAc. The extracts are combined, dried over MgSO4 and concentrated in vacuo to give the title product as a brown oil, 1.2 g (58% yield), identified by HPLC and mass spectral analyses. Starting materials: C1(CC=CCC1)C=O (3-cyclohexenecarboxaldehyde), exo,endo-2,6-norbornanedicarboxaldehyde, exo,endo-2,5-norbornanedicarboxaldehyde, C(=O)C=C (acrolein), C1=CC=CC1 (cyclopentadiene), endo,endo-2,6-norbornanedicarboxaldehyde, exo,exo-2,5-norbornanedicarboxaldehyde, exo,exo-2,6-norbornanedicarboxaldehyde, endo,endo-2,5-norbornanedicarboxaldehyde. Product: C12C=CC(C(C1)C=O)C2 (2-norbornene-5-carboxaldehyde). Reaction SMILES: [CH:1]1([CH:7]=[O:8])[CH2:6][CH2:5][CH:4]=[CH:3][CH2:2]1.[CH:9](C=C)=O.C1CC=CC=1>>[CH:5]12[CH2:9][CH:2]([CH:1]([CH:7]=[O:8])[CH2:6]1)[CH:3]=[CH:4]2. Procedure details: Examples of suitable cyclic polyaldehydes are trans-1,3-cyclohexanedicarboxaldehyde; cis-1,3-cyclohexanedicarboxaldehyde; trans-1,4-cyclohexanedicarboxaldehyde; cis-1,4-cyclohexanedicarboxaldehyde; a mixture of 1,3-cyclohexanedicarboxaldehydes and 1,4-cyclohexanedicarboxaldehydes, preferably a 1-to-1 mixture thereof; exo,exo-2,5-norbornanedicarboxaldehyde; exo,exo-2,6-norbornanedicarboxaldehyde; exo,endo-2,5-norbornanedicarboxaldehyde; exo,endo-2,6-norbornanedicarboxaldehyde; endo,endo-2,5-norbo... Yields the product COc1ccc(OCC(O)CN2CCNCC2)cc1. RXN SMILES: [CH2:1]1[CH2:2][NH:3][CH2:4][CH2:5][NH:6]1.[CH2:7]([CH:8]1[CH2:9][O:10]1)[O:11][c:12]1[cH:13][cH:14][c:15]([O:18][CH3:19])[cH:16][cH:17]1>>[CH2:1]1[CH2:2][N:3]([CH2:9][CH:8]([CH2:7][O:11][c:12]2[cH:13][cH:14][c:15]([O:18][CH3:19])[cH:16][cH:17]2)[OH:10])[CH2:4][CH2:5][NH:6]1. Reactants: C1CNCCN1, COc1ccc(OCC2CO2)cc1. Product: ClC=1C=CC(=C(OC(C(=O)O)C)C1)OCC(=O)N1[C@@H](CN([C@H](C1)C)CC1=CC=C(C=C1)F)C (2-(5-Chloro-2-{2-[4-(4-fluoro-benzyl)-(2R,5S)-2,5-dimethyl-piperazin-1-yl]-2-oxo-ethoxy}-phenoxy)-propionic acid). Run in CO (methanol), O1CCCC1 (tetrahydrofuran), O (water). Starting materials: C(C)OC(C(C)OC1=C(C=CC(=C1)Cl)OCC(=O)N1[C@@H](CN([C@H](C1)C)CC1=CC=C(C=C1)F)C)=O (2-(5-chloro-2-{2-[4-(4-fluoro-benzyl)-(2R,5S)-2,5-dimethyl-piperazin-1-yl]-2-oxo-ethoxy}-phenoxy)-propionic acid ethyl ester), O.[OH-].[Li+] (lithium hydroxide monohydrate), Cl (hydrochloric acid). Procedure: To a solution of 2-(5-chloro-2-{2-[4-(4-fluoro-benzyl)-(2R,5S)-2,5-dimethyl-piperazin-1-yl]-2-oxo-ethoxy}-phenoxy)-propionic acid ethyl ester (0.075 g, 0.15 mmol) in methanol (0.4 mL), tetrahydrofuran (0.4 mL) and water (0.2 mL) was added lithium hydroxide monohydrate (0.010 g, 0.24 mmol). The resulting mixture was stirred at ambient temperature for three hours. The reaction was acidifed to pH 4 with 0.2 N aqueous hydrochloric acid and extracted with ethyl acetate. The organic layer was washed w... RXN SMILES: C([O:3][C:4](=[O:35])[CH:5]([O:7][C:8]1[CH:13]=[C:12]([Cl:14])[CH:11]=[CH:10][C:9]=1[O:15][CH2:16][C:17]([N:19]1[CH2:24][C@H:23]([CH3:25])[N:22]([CH2:26][C:27]2[CH:32]=[CH:31][C:30]([F:33])=[CH:29][CH:28]=2)[CH2:21][C@H:20]1[CH3:34])=[O:18])[CH3:6])C.O.[OH-].[Li+].Cl>CO.O1CCCC1.O>[Cl:14][C:12]1[CH:11]=[CH:10][C:9]([O:15][CH2:16][C:17]([N:19]2[CH2:24][C@H:23]([CH3:25])[N:22]([CH2:26][C:27]3[CH:28]=[CH:29][C:30]([F:33])=[CH:31][CH:32]=3)[CH2:21][C@H:20]2[CH3:34])=[O:18])=[C:8]([CH:13]=1)[O:7][CH:5]([CH3:6])[C:4]([OH:35])=[O:3] |f:1.2.3|. Reaction conditions: time 3 hour. Isolated yield 91.9%.